From a dataset of the Open Reaction Database (ORD), a public repository of structured organic reaction records. describe an organic reaction: reactants, conditions, products, and yield Starting materials: N(N)C1=C2C(=NC=C1C(=O)OCC)N(N=C2)CC2=CC=CO2 (4-hydrazino-1-furfurylpyrazolo-[3,4-b]pyridine-5-carboxylic acid, ethyl ester), C(C)N1N=CC=2C1=NC=C(C2NN)C(=O)OCC (1-ethyl-4-hydrazino-1H-pyrazolo[3,4-b]pyridine-5-carboxylic acid, ethyl ester). Product: C(C1=CC=CO1)N1N=CC2=C1N=CC=1C(NC=3N(C12)N=C(C3)C)=O (8-furfuryl-2-methyl-4H-pyrazolo[1,5-a]pyrazolo-[4',3':5,6]pyrido[3,4-e]pyrimidin-5(8H)-one). RXN SMILES: [NH:1]([C:3]1[C:8]([C:9]([O:11]CC)=O)=[CH:7][N:6]=[C:5]2[N:14]([CH2:17][C:18]3[O:22][CH:21]=[CH:20][CH:19]=3)[N:15]=[CH:16][C:4]=12)[NH2:2].C([N:25]1[C:29]2=NC=[C:32](C(OCC)=O)[C:33](NN)=[C:28]2C=N1)C>>[CH2:17]([N:14]1[C:5]2[N:6]=[CH:7][C:8]3[C:9](=[O:11])[NH:25][C:29]4[N:1]([N:2]=[C:33]([CH3:32])[CH:28]=4)[C:3]=3[C:4]=2[CH:16]=[N:15]1)[C:18]1[O:22][CH:21]=[CH:20][CH:19]=1. Reported procedure: By substituting 4-hydrazino-1-furfurylpyrazolo-[3,4-b]pyridine-5-carboxylic acid, ethyl ester for the 1-ethyl-4-hydrazino-1H-pyrazolo[3,4-b]pyridine-5-carboxylic acid, ethyl ester in Example 1 a and proceeding as in parts a and b, 8-furfuryl-2-methyl-4H-pyrazolo[1,5-a]pyrazolo-[4',3':5,6]pyrido[3,4-e]pyrimidin-5(8H)-one is obtained. This compound is now processed as in Example 1, part c, substituting bromobenzene for the methyl iodide. A small amount of copper catalyst is added to obtain 1-furfu... RXN SMILES: [CH2:30]([OH:31])[CH3:32].[CH3:1][c:2]1[cH:3][cH:4][c:5](-[c:8]2[c:9]([C:23](=[O:24])[O:25][CH2:26][CH3:27])[n:10][c:11](-[c:13]3[cH:14][cH:15][cH:16][c:17]4[cH:18][cH:19][cH:20][cH:21][c:22]34)[nH:12]2)[cH:6][cH:7]1.[Na+:29].[OH-:28]>>[CH3:1][c:2]1[cH:3][cH:4][c:5](-[c:8]2[c:9]([C:23](=[O:24])[OH:25])[n:10][c:11](-[c:13]3[cH:14][cH:15][cH:16][c:17]4[cH:18][cH:19][cH:20][cH:21][c:22]34)[nH:12]2)[cH:6][cH:7]1. Starting materials: CCO, CCOC(=O)c1nc(-c2cccc3ccccc23)[nH]c1-c1ccc(C)cc1, [Na+], [OH-]. Product: Cc1ccc(-c2[nH]c(-c3cccc4ccccc34)nc2C(=O)O)cc1.